From a dataset of the Open Reaction Database (ORD), a public repository of structured organic reaction records. describe an organic reaction: reactants, conditions, products, and yield The reactants are [Si](C)(C)(C(C)(C)C)OC[C@@H]1[C@@H](N(C(O1)(C)C)C(=O)OC(C)(C)C)CC=1N=C(SC1)C ((4S,5S)-Tert-butyl 5-((tert-butyldimethylsilyloxy)methyl)-2,2-dimethyl-4-((2-methylthiazol-4-yl)methyl)oxazolidine-3-carboxylate), CCCC[N+](CCCC)(CCCC)CCCC.[F-] (TBAF). The solvent is C1CCOC1 (THF). Conditions: temperature 0 celsius, time 1 hour. Product: OC[C@@H]1[C@@H](N(C(O1)(C)C)C(=O)OC(C)(C)C)CC=1N=C(SC1)C ((4S,5S)-tert-butyl 5-(hydroxymethyl)-2,2-dimethyl-4-((2-methylthiazol-4-yl)methyl)oxazolidine-3-carboxylate). Reaction SMILES: [Si]([O:8][CH2:9][C@H:10]1[O:14][C:13]([CH3:16])([CH3:15])[N:12]([C:17]([O:19][C:20]([CH3:23])([CH3:22])[CH3:21])=[O:18])[C@H:11]1[CH2:24][C:25]1[N:26]=[C:27]([CH3:30])[S:28][CH:29]=1)(C(C)(C)C)(C)C.CCCC[N+](CCCC)(CCCC)CCCC.[F-]>C1COCC1>[OH:8][CH2:9][C@H:10]1[O:14][C:13]([CH3:16])([CH3:15])[N:12]([C:17]([O:19][C:20]([CH3:21])([CH3:22])[CH3:23])=[O:18])[C@H:11]1[CH2:24][C:25]1[N:26]=[C:27]([CH3:30])[S:28][CH:29]=1 |f:1.2|. Procedure details: (4S,5S)-Tert-butyl 5-((tert-butyldimethylsilyloxy)methyl)-2,2-dimethyl-4-((2-methylthiazol-4-yl)methyl)oxazolidine-3-carboxylate (0.100 g, 0.219 mmol) was dissolved in THF (4 mL) and cooled to 0° C. Next, TBAF (0.547 ml, 0.547 mmol) was added dropwise and the reaction was stirred 1 hr. and then quenched with saturated ammonium chloride and diluted with EtOAc. The layers were separated and the aqueous layer was extracted with ethyl acetate. The combined organic layers were washed with water, brin... Starting materials: CC(=CC(=O)O)CCC=C(CCC=C(CCC=C(C)C)C)C (3,7,11,15-tetramethyl-2,6,10,14-hexadecatetraenoic acid), CN(CCN)C (N,N-dimethylethylene diamine). Yields the product CC(=CC(=O)NCCN(C)C)CCC=C(CCC=C(CCC=C(C)C)C)C (N-(3,7,11,15-Tetramethyl-2,6,10,14-hexadecatetraenoyl)-N',N'-dimethylethylenediamine). Isolated yield 88.0%. Reaction SMILES: [CH3:1][C:2]([CH2:7][CH2:8][CH:9]=[C:10]([CH3:22])[CH2:11][CH2:12][CH:13]=[C:14]([CH3:21])[CH2:15][CH2:16][CH:17]=[C:18]([CH3:20])[CH3:19])=[CH:3][C:4]([OH:6])=O.[CH3:23][N:24]([CH3:28])[CH2:25][CH2:26][NH2:27]>>[CH3:1][C:2]([CH2:7][CH2:8][CH:9]=[C:10]([CH3:22])[CH2:11][CH2:12][CH:13]=[C:14]([CH3:21])[CH2:15][CH2:16][CH:17]=[C:18]([CH3:20])[CH3:19])=[CH:3][C:4]([NH:27][CH2:26][CH2:25][N:24]([CH3:28])[CH3:23])=[O:6]. Reported procedure: The procedure of Example 9 was repeated except that 6.1 g of 3,7,11,15-tetramethyl-2,6,10,14-hexadecatetraenoic acid and 3.3 ml of N,N-dimethylethylene diamine were used as starting materials. 6.5 g (yield 88%) of the title compound was obtained as a pale yellow oil. The reactants are NC=1C(=NC(=NC1NC1=C(C=CC=C1)OC)N[C@@H]1CC[C@@H](CC1)O)C(=O)OCC (Ethyl 5-amino-2-(cis-4-hydroxycyclohexylamino)-6-(2-methoxyphenyl-amino)pyrimidine-4-carboxylate), 1,1′-1,1′-carbonyldiimidazole, O[C@H]1CC[C@H](CC1)NC1=NC(=C2NC(N(C2=N1)C1=C(C=CC=C1)OC)=O)C(=O)OCC (Ethyl 2-(cis-4-hydroxycyclohexylamino)-9-(2-methoxyphenyl)-8-oxo-8,9-dihydro-7H-purine-6-carboxylate). The solvent is ClCCl (dichloromethane). Yields the product O[C@H]1CC[C@H](CC1)NC1=NC(=C2NC(N(C2=N1)C1=C(C=CC=C1)OC)=O)C(=O)N (2-(CIS-4-HYDROXYCYCLOHEXYLAMINO)-9-(2-METHOXYPHENYL)-8-OXO-8,9-DIHYDRO-7H-PURINE-6-CARBOXAMIDE). Reaction SMILES: [OH:1][C@@H:2]1[CH2:7][CH2:6][C@H:5]([NH:8][C:9]2[N:17]=[C:16]3[C:12]([NH:13][C:14](=[O:26])[N:15]3[C:18]3[CH:23]=[CH:22][CH:21]=[CH:20][C:19]=3[O:24][CH3:25])=[C:11]([C:27]([O:29]CC)=O)[N:10]=2)[CH2:4][CH2:3]1.[NH2:32]C1C(C(OCC)=O)=NC(N[C@H]2CC[C@@H](O)CC2)=NC=1NC1C=CC=CC=1OC>ClCCl>[OH:1][C@@H:2]1[CH2:7][CH2:6][C@H:5]([NH:8][C:9]2[N:17]=[C:16]3[C:12]([NH:13][C:14](=[O:26])[N:15]3[C:18]3[CH:23]=[CH:22][CH:21]=[CH:20][C:19]=3[O:24][CH3:25])=[C:11]([C:27]([NH2:32])=[O:29])[N:10]=2)[CH2:4][CH2:3]1. Procedure: Ethyl 2-(cis-4-hydroxycyclohexylamino)-9-(2-methoxyphenyl)-8-oxo-8,9-dihydro-7H-purine-6-carboxylate. Ethyl 5-amino-2-(cis-4-hydroxycyclohexylamino)-6-(2-methoxyphenyl-amino)pyrimidine-4-carboxylate (0.272 g, 0.678 mmol) and 1,1′-1,1′-carbonyldiimidazole (1.09 g, 6.78 mmol) in dichloromethane (20 mL) were reacted according to General Procedure F. A mixture of the title compound and the imidazole ester were formed and were taken on without further purification. MS (ESI) m/z 399 [M+1]+ (title comp...